Dataset: the Open Reaction Database (ORD), a public repository of structured organic reaction records. Task: describe an organic reaction: reactants, conditions, products, and yield The reactants are BrC1=NN=C2N1CCN(C2=O)CC2=C(C(=CC=C2)C(F)(F)F)Cl (3-bromo-7-(2-chloro-3-(trifluoromethyl)benzyl)-6,7-dihydro-[1,2,4]triazolo[4,3-a]pyrazin-8(5H)-one), FC1=CC=C(C=C1)B(O)O (4-fluorophenylboronic acid), C(=O)([O-])[O-].[Na+].[Na+] (Na2CO3). The reagents and catalysts are C=1C=CC(=CC1)[P](C=2C=CC=CC2)(C=3C=CC=CC3)[Pd]([P](C=4C=CC=CC4)(C=5C=CC=CC5)C=6C=CC=CC6)([P](C=7C=CC=CC7)(C=8C=CC=CC8)C=9C=CC=CC9)[P](C=1C=CC=CC1)(C=1C=CC=CC1)C=1C=CC=CC1 (Pd(PPh3)4). Solvent: O1CCOCC1 (dioxane). Reaction conditions: temperature 100 celsius. The product is ClC1=C(CN2C(C=3N(CC2)C(=NN3)C3=CC=C(C=C3)F)=O)C=CC=C1C(F)(F)F (7-[2-Chloro-3-(trifluoromethyl)benzyl]-3-(4-fluorophenyl)-6,7-dihydro[1,2,4]triazolo[4,3-a]pyrazin-8(5H)-one). Isolated yield 46.1%. RXN SMILES: Br[C:2]1[N:6]2[CH2:7][CH2:8][N:9]([CH2:12][C:13]3[CH:18]=[CH:17][CH:16]=[C:15]([C:19]([F:22])([F:21])[F:20])[C:14]=3[Cl:23])[C:10](=[O:11])[C:5]2=[N:4][N:3]=1.[F:24][C:25]1[CH:30]=[CH:29][C:28](B(O)O)=[CH:27][CH:26]=1.C([O-])([O-])=O.[Na+].[Na+]>O1CCOCC1.C1C=CC([P]([Pd]([P](C2C=CC=CC=2)(C2C=CC=CC=2)C2C=CC=CC=2)([P](C2C=CC=CC=2)(C2C=CC=CC=2)C2C=CC=CC=2)[P](C2C=CC=CC=2)(C2C=CC=CC=2)C2C=CC=CC=2)(C2C=CC=CC=2)C2C=CC=CC=2)=CC=1>[Cl:23][C:14]1[C:15]([C:19]([F:22])([F:21])[F:20])=[CH:16][CH:17]=[CH:18][C:13]=1[CH2:12][N:9]1[CH2:8][CH2:7][N:6]2[C:2]([C:28]3[CH:29]=[CH:30][C:25]([F:24])=[CH:26][CH:27]=3)=[N:3][N:4]=[C:5]2[C:10]1=[O:11] |f:2.3.4,^1:49,51,70,89|. Procedure details: To a solution of 3-bromo-7-(2-chloro-3-(trifluoromethyl)benzyl)-6,7-dihydro-[1,2,4]triazolo[4,3-a]pyrazin-8(5H)-one (100 mg, 0.24 mmol) and 4-fluorophenylboronic acid (40 mg, 0.27 mmol) in dioxane (0.6 mL) was added 1M Na2CO3 (0.6 mL). The flask was purged with nitrogen for 10 minutes and Pd(PPh3)4 (14 mg, 0.012 mmol) was added at once. The flask was purged with nitrogen for an additional 5 minutes and then heated at 100° C. for 18 h. After cooling to rt, brine was added, and the mixture was ext... The reactants are O=C1CCC(=O)N1Br, CC(=O)O, CCCCCc1cccs1, ClC(Cl)Cl, O. Product: CCCCCc1ccc(Br)s1. Reaction SMILES: [Br:11][N:12]1[C:13](=[O:14])[CH2:15][CH2:16][C:17]1=[O:18].[C:19]([OH:20])(=[O:21])[CH3:22].[CH2:1]([CH2:2][CH2:3][CH2:4][CH3:5])[c:6]1[s:7][cH:8][cH:9][cH:10]1.[CH:23]([Cl:24])([Cl:25])[Cl:26].[OH2:27]>>[CH2:1]([CH2:2][CH2:3][CH2:4][CH3:5])[c:6]1[s:7][c:8]([Br:11])[cH:9][cH:10]1. Reactants: FC1=C(C=CC(=C1)I)NC=1C(=CN(C(C1)=O)C)C(=O)O (4-(2-fluoro-4-iodo-phenylamino)-1-methyl-6-oxo-1,6-dihydro-pyridine-3-carboxylic acid), N1=CC=CC=C1 (pyridine), FC(C(=O)OC1=C(C(=C(C(=C1F)F)F)F)F)(F)F (pentafluorophenyl trifluoroacetate), O.NN (hydrazine monohydrate). Solvent: CN(C)C=O (DMF). Reaction conditions: time 24 hour. The product is FC1=C(C=CC(=C1)I)NC=1C(=CN(C(C1)=O)C)C(=O)NN (4-(2-Fluoro-4-iodo-phenylamino)-1-methyl-6-oxo-1,6-dihydro-pyridine-3-carboxylic acid hydrazide), solid. Isolated yield 81.0%. RXN SMILES: [F:1][C:2]1[CH:7]=[C:6]([I:8])[CH:5]=[CH:4][C:3]=1[NH:9][C:10]1[C:11]([C:18]([OH:20])=O)=[CH:12][N:13]([CH3:17])[C:14](=[O:16])[CH:15]=1.N1C=CC=CC=1.FC(F)(F)C(OC1C(F)=C(F)C(F)=C(F)C=1F)=O.O.[NH2:46][NH2:47]>CN(C=O)C>[F:1][C:2]1[CH:7]=[C:6]([I:8])[CH:5]=[CH:4][C:3]=1[NH:9][C:10]1[C:11]([C:18]([NH:46][NH2:47])=[O:20])=[CH:12][N:13]([CH3:17])[C:14](=[O:16])[CH:15]=1 |f:3.4|. Procedure details: To a stirred solution of 4-(2-fluoro-4-iodo-phenylamino)-1-methyl-6-oxo-1,6-dihydro-pyridine-3-carboxylic acid (5.62 g, 14.5 mmol) in DMF (50 mL) was added pyridine (3.5 mL, 43.4 mmol) then followed by dropwise addition of pentafluorophenyl trifluoroacetate (4.5 mL, 43.4 mmol). The mixture was stirred at room temperature for 24 hours. To this mixture was added hydrazine monohydrate (2.8 mL, 58 mmol). The reaction mixture was stirred at room temperature for another 24 hours. The precipitated whit... The reactants are ClC(Cl)(Cl)Cl, [Cl-], [Cl-], [Cl-], [Cl-], CS(=O)(=O)c1ccc(C(=O)c2ccc(Cl)cc2)cc1, C1CCOC1, O, [Ti+4], O=C1CN=C(c2ccccc2)O1, c1ccncc1. The product is CS(=O)(=O)c1ccc(C(=C2N=C(c3ccccc3)OC2=O)c2ccc(Cl)cc2)cc1. Reaction SMILES: [C:39]([Cl:40])([Cl:41])([Cl:42])[Cl:43].[Cl-:49].[Cl-:50].[Cl-:51].[Cl-:52].[Cl:1][c:2]1[cH:3][cH:4][c:5]([C:6](=[O:7])[c:8]2[cH:9][cH:10][c:11]([S:14](=[O:15])(=[O:16])[CH3:17])[cH:12][cH:13]2)[cH:18][cH:19]1.[O:44]1[CH2:45][CH2:46][CH2:47][CH2:48]1.[OH2:38].[Ti+4:53].[c:20]1([C:26]2=[N:30][CH2:29][C:28](=[O:31])[O:27]2)[cH:21][cH:22][cH:23][cH:24][cH:25]1.[cH:32]1[cH:33][cH:34][n:35][cH:36][cH:37]1>>[Cl:1][c:2]1[cH:3][cH:4][c:5]([C:6]([c:8]2[cH:9][cH:10][c:11]([S:14](=[O:15])(=[O:16])[CH3:17])[cH:12][cH:13]2)=[C:29]2[C:28](=[O:31])[O:27][C:26]([c:20]3[cH:21][cH:22][cH:23][cH:24][cH:25]3)=[N:30]2)[cH:18][cH:19]1. Starting materials: O=C([O-])[O-], CCI, CCO, O=c1c(-c2cccc(C(F)(F)F)c2)c[nH]n1-c1cccc(C(F)(F)F)c1, [K+], [K+]. The product is CCn1cc(-c2cccc(C(F)(F)F)c2)c(=O)n1-c1cccc(C(F)(F)F)c1. As a reaction SMILES: [C:30](=[O:31])([O-:32])[O-:33].[CH2:27]([CH3:28])[I:29].[CH3:36][CH2:37][OH:38].[F:1][C:2]([c:3]1[cH:4][c:5](-[n:9]2[nH:10][cH:11][c:12](-[c:15]3[cH:16][c:17]([C:21]([F:22])([F:23])[F:24])[cH:18][cH:19][cH:20]3)[c:13]2=[O:14])[cH:6][cH:7][cH:8]1)([F:25])[F:26].[K+:34].[K+:35]>>[F:1][C:2]([c:3]1[cH:4][c:5](-[n:9]2[n:10]([CH2:27][CH3:28])[cH:11][c:12](-[c:15]3[cH:16][c:17]([C:21]([F:22])([F:23])[F:24])[cH:18][cH:19][cH:20]3)[c:13]2=[O:14])[cH:6][cH:7][cH:8]1)([F:25])[F:26]. Reactants: FC1=C(C=CC=C1)C=1OC(C(CN1)O)C1=CC=CC=C1 ((5RS, 6SR)-2-(2-fluorophenyl)-6-phenyl-5,6-dihydro-4H-1,3-oxazin-5-ol), C(\C=C\C1=CC=CC=C1)NC(=O)C=1SC=CC1 ((E)-N-cinnamyl-2-thiophenecarboxamide). The product is C1(=CC=CC=C1)C1C(CN=C(O1)C=1SC=CC1)O ((5RS, 6SR)-6-phenyl-2-(2-thienyl)-5,6-dihydro-4H-1,3-oxazin-5-ol). RXN SMILES: F[C:2]1[CH:7]=[CH:6]C=C[C:3]=1[C:8]1[O:9][CH:10]([C:15]2[CH:20]=[CH:19][CH:18]=[CH:17][CH:16]=2)[CH:11]([OH:14])[CH2:12][N:13]=1.C(NC(C1[S:34]C=CC=1)=O)/C=C/C1C=CC=CC=1>>[C:15]1([CH:10]2[O:9][C:8]([C:3]3[S:34][CH:6]=[CH:7][CH:2]=3)=[N:13][CH2:12][CH:11]2[OH:14])[CH:20]=[CH:19][CH:18]=[CH:17][CH:16]=1. Reported procedure: (5RS, 6SR)-6-Phenyl-2-(2-thienyl)-5,6-dihydro-4H-1,3-oxazin-5-ol may be obtained in the following manner: working as described in Example 22 for the preparation of (5RS, 6SR)-2-(2-fluorophenyl)-6-phenyl-5,6-dihydro-4H-1,3-oxazin-5-ol, but starting with (E)-N-cinnamyl-2-thiophenecarboxamide (5 g), a 0.55 M solution (38 cc) of 3-chloroperbenzoic acid in dichloromethane and boron trifluoride etherate (3.2 g), and after recrystallization in dichloromethane, (5RS, 6SR)-6-phenyl-2-(2-thienyl)-5,6-dihy...